Dataset: the Open Reaction Database (ORD), a public repository of structured organic reaction records. Task: describe an organic reaction: reactants, conditions, products, and yield Reported procedure: 1.74 g of fumaric acid and 40 cm3 of acetate were dissolved under heating in 100 cm3 of methanol, and into this solution, 100 cm3 of methanol solution containing 2.98 g of copper acetate dissolved therein was dripped. After this solution was left still for two days at the room temperature, the precipitation product was suction-filtered and dried for 110° C./3 hours, whereby 1.37 g of fumaric acid copper was obtained. In this case too, the obtained substance had a large specific surface area and ... Run in CO (methanol), CO (methanol). The yield is 50.9%. Run at time 2 day. Starting materials: C(C)(=O)[O-].[Cu+2].C(C)(=O)[O-] (copper acetate), C(\C=C\C(=O)O)(=O)O (fumaric acid), C(C)(=O)[O-] (acetate). As a reaction SMILES: [C:1]([OH:8])(=[O:7])/[CH:2]=[CH:3]/[C:4]([OH:6])=[O:5].C([O-])(=O)C.C([O-])(=O)C.[Cu+2:17].C([O-])(=O)C>CO>[Cu:17].[C:1]([OH:8])(=[O:7])/[CH:2]=[CH:3]/[C:4]([OH:6])=[O:5] |f:2.3.4,6.7|. The product is [Cu].C(\C=C\C(=O)O)(=O)O (fumaric acid copper).